Dataset: the Open Reaction Database (ORD), a public repository of structured organic reaction records. Task: describe an organic reaction: reactants, conditions, products, and yield Reaction SMILES: [Cl:1][C:2]1[CH:7]=[CH:6][C:5]([N:8]2[C:13](=[O:14])[N:12]([CH3:15])[C:11]3[CH:16]=[C:17]([NH:20][C:21](=O)CC)[CH:18]=[CH:19][C:10]=3[S:9]2(=[O:26])=[O:25])=[CH:4][CH:3]=1.Cl.C([O-])(O)=O.[Na+]>C(O)C>[Cl:1][C:2]1[CH:7]=[CH:6][C:5]([N:8]2[C:13](=[O:14])[N:12]([CH3:15])[C:11]3[CH:16]=[C:17]([NH:20][CH3:21])[CH:18]=[CH:19][C:10]=3[S:9]2(=[O:25])=[O:26])=[CH:4][CH:3]=1 |f:2.3|. Reported procedure: To a solution of 2-(4-chlorophenyl)-4-methyl-6-(N-methylacetylamino)-2H-1,2,4-benzothiadiazine-3(4H)-one 1,1-dioxide (0.14 g) in ethanol (2.8 ml) was added conc. hydrochloric acid (2.8 ml). The mixture was refluxed for one hour and neutralized with aqueous saturated NaHCO3 solution. The resulting crystals were collected by filtration to give 2-(4-chlorophenyl)-4-methyl-6-(N-methylamino)-2H-1,2,4-benzothiadiazine-3(4H)-one 1,1-dioxide (0.105 g) as colorless powder. Isolated yield 84.0%. Yields the product ClC1=CC=C(C=C1)N1S(C2=C(N(C1=O)C)C=C(C=C2)NC)(=O)=O (2-(4-chlorophenyl)-4-methyl-6-(N-methylamino)-2H-1,2,4-benzothiadiazine-3(4H)-one 1,1-dioxide). Solvent: C(C)O (ethanol). Starting materials: ClC1=CC=C(C=C1)N1S(C2=C(N(C1=O)C)C=C(C=C2)NC(CC)=O)(=O)=O (2-(4-chlorophenyl)-4-methyl-6-(N-methylacetylamino)-2H-1,2,4-benzothiadiazine-3(4H)-one 1,1-dioxide), Cl (hydrochloric acid), C(=O)(O)[O-].[Na+] (NaHCO3). Starting materials: COC(C(CC(C)C)C=1C=C(C=C(C1)NCC1=CC=C(C=C1)C(F)(F)F)C1=CC=C(C=C1)C(F)(F)F)=O (4-Methyl-2-[4′-trifluoromethyl-5-(4-trifluoromethyl-benzylamino)-biphenyl-3-yl]-pentanoic acid methyl ester), compound 44a, C(CC(C)C)=O (isovaleraldehyde). Product: COC(C(CC(C)C)C=1C=C(C=C(C1)N(CC1=CC=C(C=C1)C(F)(F)F)CCC(C)C)C1=CC=C(C=C1)C(F)(F)F)=O (4-Methyl-2-{5-[(3-methyl-butyl)-(4-trifluoromethyl-benzyl)-amino]-4′-trifluoromethyl-biphenyl-3-yl}-pentanoic acid methyl ester). As a reaction SMILES: [CH3:1][O:2][C:3](=[O:37])[CH:4]([C:9]1[CH:10]=[C:11]([C:27]2[CH:32]=[CH:31][C:30]([C:33]([F:36])([F:35])[F:34])=[CH:29][CH:28]=2)[CH:12]=[C:13]([NH:15][CH2:16][C:17]2[CH:22]=[CH:21][C:20]([C:23]([F:26])([F:25])[F:24])=[CH:19][CH:18]=2)[CH:14]=1)[CH2:5][CH:6]([CH3:8])[CH3:7].[CH:38](=O)[CH2:39][CH:40]([CH3:42])[CH3:41]>>[CH3:1][O:2][C:3](=[O:37])[CH:4]([C:9]1[CH:10]=[C:11]([C:27]2[CH:28]=[CH:29][C:30]([C:33]([F:34])([F:35])[F:36])=[CH:31][CH:32]=2)[CH:12]=[C:13]([N:15]([CH2:38][CH2:39][CH:40]([CH3:42])[CH3:41])[CH2:16][C:17]2[CH:22]=[CH:21][C:20]([C:23]([F:25])([F:24])[F:26])=[CH:19][CH:18]=2)[CH:14]=1)[CH2:5][CH:6]([CH3:8])[CH3:7]. Reported procedure: Following the procedure of Example 39, step (a), reaction of 4-Methyl-2-[4′-trifluoromethyl-5-(4-trifluoromethyl-benzylamino)-biphenyl-3-yl]-pentanoic acid methyl ester, compound 44a with isovaleraldehyde gave the title compound; Calcd.MW 593.66. Found MH+ 594.3. The reactants are Cc1cc(C2CNCCN2)c(C)s1, CCn1cc(C(=O)O)c(=O)c2cc(F)c(Cl)cc21, c1ccncc1. Product: CCn1cc(C(=O)O)c(=O)c2cc(F)c(N3CCNC(c4cc(C)sc4C)C3)cc21. RXN SMILES: [CH3:1][c:2]1[s:3][c:4]([CH3:13])[cH:5][c:6]1[CH:7]1[NH:8][CH2:9][CH2:10][NH:11][CH2:12]1.[Cl:14][c:15]1[c:16]([F:31])[cH:17][c:18]2[c:19](=[O:30])[c:20]([C:27](=[O:28])[OH:29])[cH:21][n:22]([CH2:25][CH3:26])[c:23]2[cH:24]1.[cH:32]1[cH:33][cH:34][n:35][cH:36][cH:37]1>>[CH3:1][c:2]1[s:3][c:4]([CH3:13])[cH:5][c:6]1[CH:7]1[NH:8][CH2:9][CH2:10][N:11]([c:15]2[c:16]([F:31])[cH:17][c:18]3[c:19](=[O:30])[c:20]([C:27](=[O:28])[OH:29])[cH:21][n:22]([CH2:25][CH3:26])[c:23]3[cH:24]2)[CH2:12]1. Starting materials: O=C(O)CCC(=O)c1ccc(-c2ccc([N+](=O)[O-])cc2)cc1, NC1CCCCC1. Product: O=C(O)CCC(O)c1ccc(-c2ccc([N+](=O)[O-])cc2)cc1. As a reaction SMILES: [N+:1](=[O:2])([O-:3])[c:4]1[cH:5][cH:6][c:7](-[c:10]2[cH:11][cH:12][c:13]([C:16]([CH2:17][CH2:18][C:19](=[O:20])[OH:21])=[O:22])[cH:14][cH:15]2)[cH:8][cH:9]1.[NH2:23][CH:24]1[CH2:25][CH2:26][CH2:27][CH2:28][CH2:29]1>>[N+:1](=[O:2])([O-:3])[c:4]1[cH:5][cH:6][c:7](-[c:10]2[cH:11][cH:12][c:13]([CH:16]([CH2:17][CH2:18][C:19](=[O:20])[OH:21])[OH:22])[cH:14][cH:15]2)[cH:8][cH:9]1. The reactants are CC#N, CN, ClCc1ccc(Cl)nc1Cl. Yields the product CNCc1ccc(Cl)nc1Cl. Reaction SMILES: [CH3:13][C:14]#[N:15].[CH3:1][NH2:2].[Cl:3][c:4]1[n:5][c:6]([Cl:12])[cH:7][cH:8][c:9]1[CH2:10][Cl:11]>>[CH3:1][NH:2][CH2:10][c:9]1[c:4]([Cl:3])[n:5][c:6]([Cl:12])[cH:7][cH:8]1.